This data is from the Open Reaction Database (ORD), a public repository of structured organic reaction records. The task is: describe an organic reaction: reactants, conditions, products, and yield The reactants are NC=1C=C(C=CC1)O (3-aminophenol), ClCC(=O)O (monochloroacetic acid), [Li] (lithium), O.[OH-].[Li+] (lithium hydroxide monohydrate), C([O-])([O-])=O.[Na+].[Na+] (sodium carbonate). Run in O (water). Reaction conditions: temperature 90 celsius, time 2 hour. The product is OC=1C=C(C=CC1)NCC(=O)O (3-Hydroxyphenylglycine). RXN SMILES: Cl[CH2:2][C:3]([OH:5])=[O:4].[Li].O.[OH-].[Li+].[NH2:10][C:11]1[CH:12]=[C:13]([OH:17])[CH:14]=[CH:15][CH:16]=1.C(=O)([O-])[O-].[Na+].[Na+]>O>[OH:17][C:13]1[CH:12]=[C:11]([NH:10][CH2:2][C:3]([OH:5])=[O:4])[CH:16]=[CH:15][CH:14]=1 |f:2.3.4,6.7.8,^1:5|. Procedure details: 9.2 g of monochloroacetic acid are introduced into 40 ml of water and converted into the lithium salt with 4.1 g of lithium hydroxide monohydrate. 10.4 g of 3-aminophenol are then added and the mixture is stirred at 90° C. for 2 hours. It is then cooled to 20° C. and brought to pH 7 with sodium carbonate. Starting materials: C(C)(C)(C)OC([C@@H](NC([C@@H](NC(C(CCC)SCC1=CC=C(C=C1)OC)=O)CCC1=CC=CC=C1)=O)CC1=CC=CC=C1)=O (2-(4-methoxybenzylthio)-pentanoyl-(L)-homophenylalanyl-(L)-phenylalanine t-butyl ester), C1(=CC=CC=C1)OC (anisole), C(Cl)(Cl)(Cl)Cl (carbon tetrachloride). The reagents and catalysts are C(C)(=O)[O-].[Hg+2].C(C)(=O)[O-] (mercury (II) acetate). The solvent is ClCCl (dichloromethane). Reaction conditions: time 1 hour. Yields the product SC(C(=O)N[C@@H](CCC1=CC=CC=C1)C(=O)N[C@@H](CC1=CC=CC=C1)C(=O)O)CCC (2-mercapto-pentanoyl-(L)-homophenylalanyl-(L)-phenylalanine). Isolated yield 58.2%. As a reaction SMILES: C([O:5][C:6](=[O:44])[C@H:7]([CH2:37][C:38]1[CH:43]=[CH:42][CH:41]=[CH:40][CH:39]=1)[NH:8][C:9](=[O:36])[C@H:10]([CH2:28][CH2:29][C:30]1[CH:35]=[CH:34][CH:33]=[CH:32][CH:31]=1)[NH:11][C:12](=[O:27])[CH:13]([S:17]CC1C=CC(OC)=CC=1)[CH2:14][CH2:15][CH3:16])(C)(C)C.C1(OC)C=CC=CC=1.C(Cl)(Cl)(Cl)Cl>ClCCl.C([O-])(=O)C.[Hg+2].C([O-])(=O)C>[SH:17][CH:13]([CH2:14][CH2:15][CH3:16])[C:12]([NH:11][C@H:10]([C:9]([NH:8][C@H:7]([C:6]([OH:44])=[O:5])[CH2:37][C:38]1[CH:39]=[CH:40][CH:41]=[CH:42][CH:43]=1)=[O:36])[CH2:28][CH2:29][C:30]1[CH:35]=[CH:34][CH:33]=[CH:32][CH:31]=1)=[O:27] |f:4.5.6|. Procedure: Combine 2-(4-methoxybenzylthio)-pentanoyl-(L)-homophenylalanyl-(L)-phenylalanine t-butyl ester (0.20 g, 0.33 mmol), mercury (II) acetate (0.134 g, 0.42 mmol), and anisole (0.37 mL, 3.4 mmol) in dichloromethane (9 mL). Cool in an ice bath and degas by repeatedly applying vacuum and filling the vessel with nitrogen, Add trifluoroacetic acid (4 mL). After 1 hour, warm to ambient temperature. After 3 hours, purge with hydrogen sulfide (gas) for about 10 minutes. Filter and evaporate in vacuo to give...